Dataset: the Open Reaction Database (ORD), a public repository of structured organic reaction records. Task: describe an organic reaction: reactants, conditions, products, and yield Reactants: Cl.ClC1=C(C=2C(N(C=CC2)CC(=O)C2=CC=C(C=C2)F)=N1)C (2-chloro-3-methyl-7-(p-fluorophenacyl)pyrrolo [2,3-b]pyridine hydrochloride), NaBH. The solvent is CO (methanol). The product is ClC1=C(C=2C(N(C=CC2)CC(O)C2=CC=C(C=C2)F)=N1)C (2-Chloro-3-methyl-7-(2-(p-fluorophenyl)-2-hydroxyethyl)pyrrolo [2,3-b]pyridine). Yield: 99.6%. RXN SMILES: Cl.[Cl:2][C:3]1[N:21]=[C:6]2[N:7]([CH2:11][C:12]([C:14]3[CH:19]=[CH:18][C:17]([F:20])=[CH:16][CH:15]=3)=[O:13])[CH:8]=[CH:9][CH:10]=[C:5]2[C:4]=1[CH3:22]>CO>[Cl:2][C:3]1[N:21]=[C:6]2[N:7]([CH2:11][CH:12]([C:14]3[CH:19]=[CH:18][C:17]([F:20])=[CH:16][CH:15]=3)[OH:13])[CH:8]=[CH:9][CH:10]=[C:5]2[C:4]=1[CH3:22] |f:0.1|. Reported procedure: A solution of 1,0 g (2,8 mmol) of 2-chloro-3-methyl-7-(p-fluorophenacyl)pyrrolo [2,3-b]pyridine hydrochloride in 50 ml methanol was treated with NaBH in the same manner as ex. 18 to give 0,85 g (99%) of the title compound as white solid. Reactants: CCOC(=O)CBr, CC(=O)Nc1ccc(-c2cc(=O)c3c(N)c(F)cc(F)c3o2)cc1F, CC(C)(C)[O-], CN(C)C=O, [K+], O. Product: CCOC(=O)CN(C(C)=O)c1ccc(-c2cc(=O)c3c(N)c(F)cc(F)c3o2)cc1F. As a reaction SMILES: [Br:26][CH2:27][C:28](=[O:29])[O:30][CH2:31][CH3:32].[C:1]([CH3:2])(=[O:3])[NH:4][c:5]1[c:6]([F:25])[cH:7][c:8](-[c:11]2[o:12][c:13]3[c:14]([c:15](=[O:17])[cH:16]2)[c:18]([NH2:24])[c:19]([F:23])[cH:20][c:21]3[F:22])[cH:9][cH:10]1.[CH3:33][C:34]([CH3:35])([O-:36])[CH3:37].[CH3:40][N:41]([CH3:42])[CH:43]=[O:44].[K+:38].[OH2:39]>>[C:1]([CH3:2])(=[O:3])[N:4]([c:5]1[c:6]([F:25])[cH:7][c:8](-[c:11]2[o:12][c:13]3[c:14]([c:15](=[O:17])[cH:16]2)[c:18]([NH2:24])[c:19]([F:23])[cH:20][c:21]3[F:22])[cH:9][cH:10]1)[CH2:27][C:28](=[O:29])[O:30][CH2:31][CH3:32]. Reactants: COC1=CC=C(C=C1)C(C=1C=C(SC1)S(=O)(=O)N)NC (4-[(4-Methoxyphenyl) (methylamino) methyl]thiophene-2-sulfonamide), [NH4+].[OH-] (NH4OH). Solvent: Br (hydrobromic acid). Product: OC1=CC=C(C=C1)C(C=1C=C(SC1)S(=O)(=O)N)NC (4-[(4-Hydroxyphenyl) (methylamino) methyl]-2-thiophenesulfonamide). RXN SMILES: C[O:2][C:3]1[CH:8]=[CH:7][C:6]([CH:9]([NH:19][CH3:20])[C:10]2[CH:11]=[C:12]([S:15]([NH2:18])(=[O:17])=[O:16])[S:13][CH:14]=2)=[CH:5][CH:4]=1.[NH4+].[OH-]>Br>[OH:2][C:3]1[CH:8]=[CH:7][C:6]([CH:9]([NH:19][CH3:20])[C:10]2[CH:11]=[C:12]([S:15]([NH2:18])(=[O:17])=[O:16])[S:13][CH:14]=2)=[CH:5][CH:4]=1 |f:1.2|. Reported procedure: A solution of 1.0 g (0.0032 mol) product from Step B in 30 ml 48% aqueous hydrobromic acid was heated at 85° C. for 4.0 hours. The cooled reaction mixture was made alkaline with concentrated NH4OH solution and was extracted with ether. The organic extract was dried, the solvent evaporated and the resulting residue was purified by flash chromatography on silican gel eluting with 2l % methanol/chloroform to give pure product as a tan solid, m.p. 127°-129° C. Reactants: C(C)(=O)O[BH-](OC(C)=O)OC(C)=O.[Na+] (Sodium triacetoxyborohydride), solution, [Cl-].COC([C@H](C(C)(C)C)[NH3+])=O ((2S)-1-methoxy-3,3-dimethyl-1-oxobutan-2-aminium chloride), TEA. Solvent: ClCCCl (DCE), C(Cl)Cl (DCM). Conditions: time 8 hour. Product: C(CCCC=C)N[C@@H](C(C)(C)C)C(=O)OC (methyl N-hex-5-en-1-yl-3-methyl-L-valinate). Yield: 72.0%. As a reaction SMILES: [Cl-].[CH3:2][O:3][C:4](=[O:11])[C@@H:5]([NH3+:10])[C:6]([CH3:9])([CH3:8])[CH3:7].C(O[BH-](O[C:22](=O)[CH3:23])OC(=O)C)(=O)C.[Na+]>ClCCCl.C(Cl)Cl>[CH2:4]([NH:10][C@H:5]([C:4]([O:3][CH3:2])=[O:11])[C:6]([CH3:9])([CH3:8])[CH3:7])[CH2:5][CH2:6][CH2:7][CH:22]=[CH2:23] |f:0.1,2.3|. Reported procedure: Hex-5-enal 98 (obtained from hex-5-en-1-ol via a PCC oxidation) (0.95 eq.) was added at RT to a 0.11 M solution of (2S)-1-methoxy-3,3-dimethyl-1-oxobutan-2-aminium chloride (1.0 eq.) and TEA (1.0 eq.) in DCE. Sodium triacetoxyborohydride (1.0 eq.) was added in one portion and the reaction mixture was stirred at RT overnight. The reaction mixture was diluted with DCM/saturated aqueous NaHCO3. The phases were separated; the organic layer was washed with brine, dried (Na2SO4) and filtered though a ... Reactants: O([C@@H]1[C@@H](O)[C@@H](O)[C@H](O)[C@H](O1)CO)C (methyl α-D-mannopyranoside), O([C@@H]1[C@@H](O)[C@@H](O)[C@H](O)[C@H](O1)CO)C (methyl α-D-mannopyranoside), COC(C1=CC=CC=C1)OC (α,α-dimethoxytoluene), C1(=CC=C(C=C1)S(=O)(=O)O)C (p-toluene-sulfonic acid), C(O)([O-])=O.[Na+] (sodium hydrogen carbonate), ice water, O([C@@H]1[C@@H](O)[C@@H](O)[C@H](O)[C@H](O1)CO)C (methyl α-D-mannopyranoside), ether-petroleum ether. Run in CN(C=O)C (N,N-dimethylformamide), O (water). Yields the product CO[C@@H]1[C@@H]2[C@H]([C@H]3[C@H](O1)COC(O3)C4=CC=CC=C4)OC(O2)C5=CC=CC=C5 (methyl 2,3:4,6-di-O-benzylidene-α-D-mannopyranoside). Reaction SMILES: [O:1]([CH3:13])[C@H:2]1[O:10][C@H:9]([CH2:11][OH:12])[C@@H:7]([OH:8])[C@H:5]([OH:6])[C@@H:3]1[OH:4].CO[CH:16](OC)[C:17]1[CH:22]=[CH:21][CH:20]=[CH:19][CH:18]=1.[C:25]1([CH3:35])[CH:30]=[CH:29][C:28](S(O)(=O)=O)=[CH:27][CH:26]=1.C(=O)([O-])O.[Na+]>CN(C)C=O.O>[CH3:13][O:1][C@H:2]1[O:10][C@@H:9]2[CH2:11][O:12][CH:16]([C:17]3[CH:22]=[CH:21][CH:20]=[CH:19][CH:18]=3)[O:8][C@H:7]2[C@@H:5]2[O:6][CH:35]([C:25]3[CH:30]=[CH:29][CH:28]=[CH:27][CH:26]=3)[O:4][C@H:3]12 |f:3.4|. Reported procedure: A mixture of methyl α-D-mannopyranoside (Compound I, 50 g, 258 mmoles), α,α-dimethoxytoluene (92 g, 600 mmoles), and anhydrous p-toluene-sulfonic acid (1 g) in N,N-dimethylformamide (300 ml), in a 1-liter flask fitted with an air condenser attached to a water aspirator, was stirred magnetically and heated in an oil bath for 3 hours at 65°-75° C. None of the starting Compound I remained after this time (t.l.c., 4:1 ether-petroleum ether). The mixture was poured with vigorous stirring into 1 liter... Starting materials: CCOC(=O)c1cc2ccc(Cl)c(N)c2[nH]1, c1ccncc1, O=S(=O)(Cl)c1cccs1. Product: CCOC(=O)c1cc2ccc(Cl)c(NS(=O)(=O)c3cccs3)c2[nH]1. RXN SMILES: [NH2:1][c:2]1[c:3]([Cl:16])[cH:4][cH:5][c:6]2[cH:7][c:8]([C:11](=[O:12])[O:13][CH2:14][CH3:15])[nH:9][c:10]12.[cH:26]1[cH:27][cH:28][n:29][cH:30][cH:31]1.[s:17]1[c:18]([S:22](=[O:23])(=[O:24])[Cl:25])[cH:19][cH:20][cH:21]1>>[NH:1]([c:2]1[c:3]([Cl:16])[cH:4][cH:5][c:6]2[cH:7][c:8]([C:11](=[O:12])[O:13][CH2:14][CH3:15])[nH:9][c:10]12)[S:22]([c:18]1[s:17][cH:21][cH:20][cH:19]1)(=[O:23])=[O:24]. Starting materials: O=C([O-])O, C1COCCO1, COC(=O)C1CCC(O)(c2ncc(Br)s2)CC1(C)C, Cc1ccnc(Nc2cc(B3OC(C)(C)C(C)(C)O3)cc(C3CC3)c2)n1, [Na+], O. Product: COC(=O)C1CCC(O)(c2ncc(-c3cc(Nc4nccc(C)n4)cc(C4CC4)c3)s2)CC1(C)C. RXN SMILES: [C:52](=[O:53])([OH:54])[O-:55].[CH2:46]1[O:47][CH2:48][CH2:49][O:50][CH2:51]1.[CH3:27][O:28][C:29](=[O:30])[CH:31]1[C:32]([CH3:44])([CH3:45])[CH2:33][C:34]([OH:37])([c:38]2[s:39][c:40]([Br:43])[cH:41][n:42]2)[CH2:35][CH2:36]1.[CH:1]1([c:4]2[cH:5][c:6]([NH:19][c:20]3[n:21][cH:22][cH:23][c:24]([CH3:26])[n:25]3)[cH:7][c:8]([B:10]3[O:11][C:12]([CH3:13])([CH3:14])[C:15]([CH3:16])([CH3:17])[O:18]3)[cH:9]2)[CH2:2][CH2:3]1.[Na+:56].[OH2:57]>>[CH:1]1([c:4]2[cH:5][c:6]([NH:19][c:20]3[n:21][cH:22][cH:23][c:24]([CH3:26])[n:25]3)[cH:7][c:8](-[c:40]3[s:39][c:38]([C:34]4([OH:37])[CH2:33][C:32]([CH3:44])([CH3:45])[CH:31]([C:29]([O:28][CH3:27])=[O:30])[CH2:36][CH2:35]4)[n:42][cH:41]3)[cH:9]2)[CH2:2][CH2:3]1.